From a dataset of the Open Reaction Database (ORD), a public repository of structured organic reaction records. describe an organic reaction: reactants, conditions, products, and yield Reaction SMILES: [CH2:1]([N:8]1[C:25]([CH3:26])=[C:11]2[C:12](=[O:24])[NH:13][C:14]3[CH:15]=[C:16]4[CH2:23][CH2:22][CH2:21][CH2:20][C:17]4=[CH:18][C:19]=3[C:10]2=[N:9]1)[C:2]1[CH:7]=[CH:6][CH:5]=[CH:4][CH:3]=1.C(=O)([O-])[O-].[Cs+].[Cs+].Br[CH2:34][CH:35]([F:45])[CH2:36][NH:37][C:38](=[O:44])[O:39][C:40]([CH3:43])([CH3:42])[CH3:41]>CN(C=O)C>[CH2:1]([N:8]1[C:25]([CH3:26])=[C:11]2[C:12](=[O:24])[N:13]([CH2:34][CH:35]([F:45])[CH2:36][NH:37][C:38](=[O:44])[O:39][C:40]([CH3:42])([CH3:41])[CH3:43])[C:14]3[CH:15]=[C:16]4[CH2:23][CH2:22][CH2:21][CH2:20][C:17]4=[CH:18][C:19]=3[C:10]2=[N:9]1)[C:2]1[CH:3]=[CH:4][CH:5]=[CH:6][CH:7]=1 |f:1.2.3|. The reactants are C(C1=CC=CC=C1)N1N=C2C(C(NC=3C=C4C(=CC23)CCCC4)=O)=C1C (2-benzyl-3-methyl-2,5,7,8,9,10-hexahydro-4H-benzo[g]pyrazolo[4,3-c]quinolin-4-one), C([O-])([O-])=O.[Cs+].[Cs+] (cesium carbonate), BrCC(CNC(OC(C)(C)C)=O)F (tert-butyl 3-bromo-2-fluoropropylcarbamate). Solvent: CN(C)C=O (DMF). Conditions: temperature 40 celsius, time 16 hour. Yields the product C(C1=CC=CC=C1)N1N=C2C(C(N(C=3C=C4C(=CC23)CCCC4)CC(CNC(OC(C)(C)C)=O)F)=O)=C1C (tert-butyl 3-(2-benzyl-3-methyl-4-oxo-2,4,7,8,9,10-hexahydro-5H-benzo[g]pyrazolo[4,3-c]quinolin-5-yl)-2-fluoropropylcarbamate). Procedure: To a mixture of 2-benzyl-3-methyl-2,5,7,8,9,10-hexahydro-4H-benzo[g]pyrazolo[4,3-c]quinolin-4-one (1-7) (8.0 g, 23 mmol, 1 equiv) and cesium carbonate (37 g, 110 mmol, 4.9 equiv) in DMF (100 mL) was added tert-butyl 3-bromo-2-fluoropropylcarbamate (1-9) (7.1 g, 27.7 mmol, 1.2 equiv) and the resulting mixture was stirred at 40° C. for 16 h. The reaction mixture was filtered and the filtrate concentrated and purified by silica gel chromatography (100% hexanes to 100% ethyl acetate over 1 h) to yie... The reactants are NC1CCCC1, C#Cc1cc(CNC(=O)C=Cc2ccc(C(F)(F)F)nc2Cl)cc(F)c1NS(C)(=O)=O. The product is C#Cc1cc(CNC(=O)C=Cc2ccc(C(F)(F)F)nc2NC2CCCC2)cc(F)c1NS(C)(=O)=O. As a reaction SMILES: [CH:32]1([NH2:37])[CH2:33][CH2:34][CH2:35][CH2:36]1.[Cl:1][c:2]1[n:3][c:4]([C:28]([F:29])([F:30])[F:31])[cH:5][cH:6][c:7]1[CH:8]=[CH:9][C:10](=[O:11])[NH:12][CH2:13][c:14]1[cH:15][c:16]([C:26]#[CH:27])[c:17]([NH:21][S:22](=[O:23])(=[O:24])[CH3:25])[c:18]([F:20])[cH:19]1>>[c:2]1([NH:37][CH:32]2[CH2:33][CH2:34][CH2:35][CH2:36]2)[n:3][c:4]([C:28]([F:29])([F:30])[F:31])[cH:5][cH:6][c:7]1[CH:8]=[CH:9][C:10](=[O:11])[NH:12][CH2:13][c:14]1[cH:15][c:16]([C:26]#[CH:27])[c:17]([NH:21][S:22](=[O:23])(=[O:24])[CH3:25])[c:18]([F:20])[cH:19]1.